This data is from the Open Reaction Database (ORD), a public repository of structured organic reaction records. The task is: describe an organic reaction: reactants, conditions, products, and yield The reactants are Cl (hydrochloric acid), CC1=CC=CC=C1OC (O-methylanisole), C1(CCC(=O)O1)=O (succinic anhydride), [Cl-].[Al+3].[Cl-].[Cl-] (aluminum chloride). The solvent is C(Cl)Cl (methylene chloride). Run at time 5 hour. Product: CC=1C=C(C=CC1O)C(CCC(=O)O)=O (4-(3-Methyl-4-hydroxyphenyl)-4-oxobutyric acid). Isolated yield 10.0%. Reaction SMILES: [CH3:1][C:2]1[C:7]([O:8]C)=[CH:6][CH:5]=[CH:4][CH:3]=1.[C:10]1(=[O:16])[O:15][C:13](=[O:14])[CH2:12][CH2:11]1.[Cl-].[Al+3].[Cl-].[Cl-].Cl>C(Cl)Cl>[CH3:1][C:2]1[CH:3]=[C:4]([C:10](=[O:16])[CH2:11][CH2:12][C:13]([OH:15])=[O:14])[CH:5]=[CH:6][C:7]=1[OH:8] |f:2.3.4.5|. Reported procedure: 24.5 g of O-methylanisole and 20.0 g of succinic anhydride were dissolved in 230 ml of methylene chloride. Holding the temperature of the reaction solution below 5° C., 84 g of aluminum chloride were slowly added. After the addition was complete, the reaction mixture was stirred for 1 hour at a temperature below 5° C. and for an additional 5 hours at room temperature. It was then allowed to stand for one day and overnight at room temperature, after which the reaction mixture was poured into ice-... The reactants are C(=S)(Cl)Cl (thiophosgene), O (water), FC(C=1C=C(N)C=C(C1)C(F)(F)F)(F)F (3,5-bistrifluoromethylaniline). Run in C(Cl)(Cl)Cl (chloroform). Conditions: time 15 minute. Product: FC(C=1C=C(C=C(C1)C(F)(F)F)N=C=S)(F)F (3,5-bistrifluoromethylphenylisothiocyanate). Reaction SMILES: [C:1](Cl)(Cl)=[S:2].O.[F:6][C:7]([F:20])([F:19])[C:8]1[CH:9]=[C:10]([CH:12]=[C:13]([C:15]([F:18])([F:17])[F:16])[CH:14]=1)[NH2:11]>C(Cl)(Cl)Cl>[F:6][C:7]([F:19])([F:20])[C:8]1[CH:9]=[C:10]([N:11]=[C:1]=[S:2])[CH:12]=[C:13]([C:15]([F:16])([F:18])[F:17])[CH:14]=1. Procedure details: 0.052 Mol of thiophosgene were mixed with 60 ml of water and were stirred for 15 minutes. 0.040 Mol of 3,5-bistrifluoromethylaniline were dropped with 30 ml chloroform, and the mixture was stirred for 2 hours at 15° C. The organic solution was washed with HCl 2M, dried and the solvent was removed under vacuum to obtain 3,5-bistrifluoromethylphenylisothiocyanate as a yellow-red oil, that was used as crude product. The reactants are OC1=CC=C2C(=CC(OC2=C1)=O)C (7-Hydroxy-4-methylcoumarin), [H-].[Na+] (sodium hydride), C=1(C(=CC=CC1)C(=O)O[C@H]1C[C@H](O[C@@H]1COC(=O)C=1C(=CC=CC1)C)Cl)C (2-deoxy-3,5-di-O-toluoyl-α-D-erythro-pentofuranosyl Chloride). The solvent is CN(C=O)C (dimethylformamide). Product: C=1(C(=CC=CC1)C(=O)O[C@H]1C[C@H](OC2=CC=C3C(=CC(OC3=C2)=O)C)O[C@@H]1COC(=O)C=1C(=CC=CC1)C)C (4-methylcoumarin-7-yl 2-deoxy-3,5-di-O-toluoyl-β-D-erythro-pentofuranoside). As a reaction SMILES: [OH:1][C:2]1[CH:11]=[C:10]2[C:5]([C:6]([CH3:13])=[CH:7][C:8](=[O:12])[O:9]2)=[CH:4][CH:3]=1.[H-].[Na+].[C:16]1([CH3:42])[C:17]([C:22]([O:24][C@@H:25]2[C@@H:29]([CH2:30][O:31][C:32]([C:34]3[C:35]([CH3:40])=[CH:36][CH:37]=[CH:38][CH:39]=3)=[O:33])[O:28][C@H:27](Cl)[CH2:26]2)=[O:23])=[CH:18][CH:19]=[CH:20][CH:21]=1>CN(C)C=O>[C:16]1([CH3:42])[C:17]([C:22]([O:24][C@@H:25]2[C@@H:29]([CH2:30][O:31][C:32]([C:34]3[C:35]([CH3:40])=[CH:36][CH:37]=[CH:38][CH:39]=3)=[O:33])[O:28][C@@H:27]([O:1][C:2]3[CH:11]=[C:10]4[C:5]([C:6]([CH3:13])=[CH:7][C:8](=[O:12])[O:9]4)=[CH:4][CH:3]=3)[CH2:26]2)=[O:23])=[CH:18][CH:19]=[CH:20][CH:21]=1 |f:1.2|. Reported procedure: 7-Hydroxy-4-methylcoumarin (226 mg, 1.28 mmol) and sodium hydride (64 mg of a 60% dispersion in mineral oil, 1.6 mmol) were stirred at room temperature for 30 minutes in dry dimethylformamide (4 ml). Then the chloride (423 mg, 1.09 mmol) from Example 16 was added and after 24 hours the mixture was processed as in Stage 1 of Example 17 and the product isolated by flash chromatography on silica gel (eluting with 2% acetone in dichloromethane) to afford an oil which crystallized from hot methanol a... Reactants: Cl.C(C1=CC=CC=C1)C(=O)C=1C=NC=CC1 (benzyl-(3-pyridyl)-ketone-hydrochloride), Br (hydrobromic acid), ice, O (water). The solvent is CS(=O)C (dimethyl sulphoxide). Conditions: time 18 hour. Product: C1(=CC=CC=C1)C(=O)C(=O)C=1C=NC=CC1 (1-phenyl-2-(3-pyridyl)-glyoxal). As a reaction SMILES: Cl.[CH2:2]([C:9]([C:11]1[CH:12]=[N:13][CH:14]=[CH:15][CH:16]=1)=[O:10])[C:3]1[CH:8]=[CH:7][CH:6]=[CH:5][CH:4]=1.Br.[OH2:18]>CS(C)=O>[C:3]1([C:2]([C:9]([C:11]2[CH:12]=[N:13][CH:14]=[CH:15][CH:16]=2)=[O:10])=[O:18])[CH:4]=[CH:5][CH:6]=[CH:7][CH:8]=1 |f:0.1|. Procedure details: 23.4 g (0.1 mol) of benzyl-(3-pyridyl)-ketone-hydrochloride are taken up in 180 ml of dimethyl sulphoxide and the solution is treated with 20 ml of 48% hydrobromic acid. The reaction mixture is stirred for 18 hours at 80° - 85°C and subsequently poured on a mixture of 800 g of ice and 1000 ml of water. The yellow emulsion is extracted with 2 × 200 ml of ethyl acetate. The two organic phases are combined, washed with water and dried over sodium sulphate. The red solution is concentrated in a rota... Reactants: N(CC(=O)ON1C(=O)CCC1=O)C(=O)OC(C)(C)C (BocGlyOSu), N[C@H](CC(C)C)C(=O)N[C@@H](CCSC)C(=O)N (HDLeu-MetNH2), ester. Product: N(CC(=O)N[C@H](CC(C)C)C(=O)N[C@@H](CCSC)C(=O)N)C(=O)OC(C)(C)C (BocGly-DLeu-MetNH2). Isolated yield 95.0%. Reaction SMILES: [NH:1]([C:13]([O:15][C:16]([CH3:19])([CH3:18])[CH3:17])=[O:14])[CH2:2][C:3]([O:5]N1C(=O)CCC1=O)=O.[NH2:20][C@@H:21]([C:26]([NH:28][C@H:29]([C:34]([NH2:36])=[O:35])[CH2:30][CH2:31][S:32][CH3:33])=[O:27])[CH2:22][CH:23]([CH3:25])[CH3:24]>>[NH:1]([C:13]([O:15][C:16]([CH3:17])([CH3:18])[CH3:19])=[O:14])[CH2:2][C:3]([NH:20][C@@H:21]([C:26]([NH:28][C@H:29]([C:34]([NH2:36])=[O:35])[CH2:30][CH2:31][S:32][CH3:33])=[O:27])[CH2:22][CH:23]([CH3:25])[CH3:24])=[O:5]. Reported procedure: Condensation of BocDLeuOH (2.49 g.) and HMetNH2 (1.85 g.) by the mixed anhydride method using isobutyl chloroformate gave BocDLeu-MetNH2 in 47% yield. De-t-butoxycarbonylation of BocDLeu-MetNH2 (1.70 g.) using hydrogen chloride in acetic acid gave HDLeu-MetNH2 in 78% yield. Condensation of BocGlyOSu (1.8 g.) and HDLeu-MetNH2 (1.0 g.) by the activated ester method gave BocGly-DLeu-MetNH2 in 95% yield. De-t-butoxycarbonylation of BocGly-DLeu-MetNH2 (1.35 g.) using hydrogen chloride in acetic acid ... Procedure: A solution of 136d (16.28 mg, 0.0600 mmol) in anhydrous DCM (1.0 mL) was added dropwise to a cold solution of thiocarbonyl diimidazole (21.39 mg, 0.1200 mmol) in anhydrous DCM (0.50 mL). The reaction was stirred at 0° C. for 1 h and then warmed to rt with stirring for 2 h. The mixture was concentrated down and the residue was flushed through a plug of silica gel with 10% EtOAc in hexanes. Concentration of the eluent afforded 136e. Run at temperature 0 celsius, time 1 hour. Reaction SMILES: [C:1]([C:5]1[CH:20]=[CH:19][CH:18]=[CH:17][C:6]=1[O:7][C:8]1[N:13]=[C:12]([NH:14][CH3:15])[CH:11]=[CH:10][C:9]=1[NH2:16])([CH3:4])([CH3:3])[CH3:2].[C:21](C1NC=CN=1)(C1NC=CN=1)=[S:22]>C(Cl)Cl>[C:1]([C:5]1[CH:20]=[CH:19][CH:18]=[CH:17][C:6]=1[O:7][C:8]1[N:13]=[C:12]([NH:14][CH3:15])[CH:11]=[CH:10][C:9]=1[N:16]=[C:21]=[S:22])([CH3:4])([CH3:2])[CH3:3]. Product: C(C)(C)(C)C1=C(OC2=C(C=CC(=N2)NC)N=C=S)C=CC=C1 (6-(2-tert-Butylphenoxy)-5-isothiocyanato-N-methylpyridin-2-amine). Reactants: C(C)(C)(C)C1=C(OC2=C(C=CC(=N2)NC)N)C=CC=C1 (6-(2-tert-Butylphenoxy)-N2-methylpyridine-2,5-diamine), C(=S)(C=1NC=CN1)C=1NC=CN1 (thiocarbonyl diimidazole). Solvent: C(Cl)Cl (DCM), C(Cl)Cl (DCM). The reactants are Oc1cc(F)ccc1Br, O=C([O-])[O-], CN(C)C(=S)Cl, [K+], [K+], CN(C)C=O, O. Yields the product CSc1cc(F)ccc1Br. As a reaction SMILES: [Br:1][c:2]1[c:3]([OH:9])[cH:4][c:5]([F:8])[cH:6][cH:7]1.[C:10](=[O:11])([O-:12])[O-:13].[CH3:16][N:17]([C:18](=[S:19])[Cl:21])[CH3:20].[K+:14].[K+:15].[O:22]=[CH:23][N:24]([CH3:25])[CH3:26].[OH2:27]>>[Br:1][c:2]1[c:3]([S:19][CH3:18])[cH:4][c:5]([F:8])[cH:6][cH:7]1. Reactants: COC(CCC12CCC(CC1)(CC2)C2=NC=1N(C(N=C(C1N2)SC)=O)CCC)=O (3-[4-(6-Methylsulfanyl-2-oxo-3-propyl-3,7-dihydro-2H-purin-8-yl)-bicyclo[2.2.2]oct-1-yl]-propionic acid methyl ester), N[C@@H](CO)CC ((R)-2-amino-1-butanol), N[C@@H](CO)CC ((R)-2-amino-1-butanol). The solvent is CS(=O)C (DMSO). Run at temperature 150 celsius, time 3 hour. The product is COC(CCC12CCC(CC1)(CC2)C2=NC=1N(C(N=C(C1N2)NC(CC)CO)=O)CCC)=O (3-{4-[6-(1-Hydroxymethyl-propylamino)-2-oxo-3-propyl-3,7-dihydro-2 H-purin-8-yl]-bicyclo[2.2.2]oct-1-yl}-propionic acid methyl ester). As a reaction SMILES: [CH3:1][O:2][C:3](=[O:29])[CH2:4][CH2:5][C:6]12[CH2:13][CH2:12][C:9]([C:14]3[NH:22][C:21]4[C:20](SC)=[N:19][C:18](=[O:25])[N:17]([CH2:26][CH2:27][CH3:28])[C:16]=4[N:15]=3)([CH2:10][CH2:11]1)[CH2:8][CH2:7]2.[NH2:30][C@H:31]([CH2:34][CH3:35])[CH2:32][OH:33]>CS(C)=O>[CH3:1][O:2][C:3](=[O:29])[CH2:4][CH2:5][C:6]12[CH2:13][CH2:12][C:9]([C:14]3[NH:22][C:21]4[C:20]([NH:30][CH:31]([CH2:32][OH:33])[CH2:34][CH3:35])=[N:19][C:18](=[O:25])[N:17]([CH2:26][CH2:27][CH3:28])[C:16]=4[N:15]=3)([CH2:10][CH2:11]1)[CH2:8][CH2:7]2. Reported procedure: 3-[4-(6-Methylsulfanyl-2-oxo-3-propyl-3,7-dihydro-2H-purin-8-yl)-bicyclo[2.2.2]oct-1-yl]-propionic acid methyl ester (105 mg) was dissolved in 2 mL of DMSO along with an appropriate amino alcohol (e.g., 160 uL of (R)-2-amino-1-butanol for compound 3). The reaction mixture was stirred at 150° C. for 3 h. It was then cooled to rt and purified by preparative HPLC to afford 50 mg of the titled compound.